This data is from the Open Reaction Database (ORD), a public repository of structured organic reaction records. The task is: describe an organic reaction: reactants, conditions, products, and yield Reported procedure: Methanesulfonic acid 5-bromo-2-propionyl-phenyl ester (5.00 g, 16.3 mmol) was combined with benzylhydrazine dihydrochloride (4.45 g, 22.8 mmol) and sodium acetate (4.01 g, 48.9 mmol) in xylenes (30 mL). The reaction mixture was heated to 135° C. for two days using a Dean Stark apparatus. The reaction was cooled to room temperature, diluted with dichloromethane (75 mL), and washed with water (75 mL) and 1N aqueous hydrochloric acid (75 mL). The organic extracts were dried over magnesium sulfate a... Starting materials: BrC=1C=CC(=C(C1)OS(=O)(=O)C)C(CC)=O (Methanesulfonic acid 5-bromo-2-propionyl-phenyl ester), Cl.Cl.C(C1=CC=CC=C1)NN (benzylhydrazine dihydrochloride), C(C)(=O)[O-].[Na+] (sodium acetate). As a reaction SMILES: [Br:1][C:2]1[CH:3]=[CH:4][C:5]([C:13](=O)[CH2:14][CH3:15])=[C:6](OS(C)(=O)=O)[CH:7]=1.Cl.Cl.[CH2:19]([NH:26][NH2:27])[C:20]1[CH:25]=[CH:24][CH:23]=[CH:22][CH:21]=1.C([O-])(=O)C.[Na+]>ClCCl>[Br:1][C:2]1[CH:7]=[C:6]2[C:5]([C:13]([CH2:14][CH3:15])=[N:27][N:26]2[CH2:19][C:20]2[CH:25]=[CH:24][CH:23]=[CH:22][CH:21]=2)=[CH:4][CH:3]=1 |f:1.2.3,4.5|. Run in xylenes, ClCCl (dichloromethane). Yield: 40.9%. Reaction conditions: temperature 135 celsius. Product: BrC1=CC=C2C(=NN(C2=C1)CC1=CC=CC=C1)CC (6-bromo-1-benzyl-3ethyl-1H-indazole). Reactants: OC=1N=C2C(=NC1C1=CC=CC=C1)N=C(C=C2)NNC(=O)C2=NC=CN=C2 (N′-(2-Hydroxy-3-phenylpyrido[2,3-b]pyrazin-6-yl)pyrazine-2-carbohydrazide), P(=O)(Cl)(Cl)Cl (phosphorus oxychloride). Solvent: CC#N (MeCN), CC#N (MeCN). Run at temperature 100 celsius. Product: ClC=1N=C2C(=NC1C1=CC=CC=C1)N1C(C=C2)=NN=C1C1=NC=CN=C1 (3-Chloro-2-phenyl-9-pyrazin-2-yl[1,2,4]triazolo[4′,3′:1,6]pyrido[2,3-b]pyrazine). As a reaction SMILES: O[C:2]1[N:3]=[C:4]2[CH:17]=[CH:16][C:15]([NH:18][NH:19][C:20]([C:22]3[CH:27]=[N:26][CH:25]=[CH:24][N:23]=3)=O)=[N:14][C:5]2=[N:6][C:7]=1[C:8]1[CH:13]=[CH:12][CH:11]=[CH:10][CH:9]=1.P(Cl)(Cl)([Cl:30])=O>CC#N>[Cl:30][C:2]1[N:3]=[C:4]2[CH:17]=[CH:16][C:15]3=[N:18][N:19]=[C:20]([C:22]4[CH:27]=[N:26][CH:25]=[CH:24][N:23]=4)[N:14]3[C:5]2=[N:6][C:7]=1[C:8]1[CH:13]=[CH:12][CH:11]=[CH:10][CH:9]=1. Procedure details: To a microwave vial was added N′-(2-hydroxy-3-phenylpyrido[2,3-b]pyrazin-6-yl)pyrazine-2-carbohydrazide (8-4, 0.412 g, 1.147 mmol), MeCN (5.0 mL), and finally phosphorus oxychloride (0.687 mL, 7.37 mmol). The reaction mixture was then heated to 100° C. in a hot oil bath (capped) overnight. The reaction mixture was then permitted to cool to room temperature, diluted with MeCN & concentrated in vacuo. The resulting residue was then suspended in ethyl acetate, washed with a saturated solution of so... Reactants: C(C)(C)(C)OC(=O)N1CCN(CC1)C1=CC(NC2=CC(=CC=C12)Cl)=O (4-[4-(tert-Butoxycarbonyl)piperazin-1-yl]-7-chloroquinol-2-one), [H-].[Na+] (sodium hydride), N-phenyl(trifluoromethylsulfon)imide, FC1=CC=C(CCN)C=C1 (4-fluorophenethylamine). The product is C(CCC)OC(=O)N1CCN(CC1)C1=CC(=NC2=CC(=CC=C12)Cl)NCCC1=CC=C(C=C1)F (4-[4-(butoxycarbonyl)piperazin-1-yl]-7-chloro-2-[2-(4-fluorophenyl)ethylamino]quinoline). RXN SMILES: C([O:5][C:6]([N:8]1[CH2:13][CH2:12][N:11]([C:14]2[C:23]3[C:18](=[CH:19][C:20]([Cl:24])=[CH:21][CH:22]=3)[NH:17][C:16](=O)[CH:15]=2)[CH2:10][CH2:9]1)=[O:7])(C)(C)C.[H-].[Na+].[F:28][C:29]1[CH:37]=[CH:36][C:32]([CH2:33][CH2:34][NH2:35])=[CH:31][CH:30]=1>>[CH2:23]([O:5][C:6]([N:8]1[CH2:13][CH2:12][N:11]([C:14]2[C:23]3[C:18](=[CH:19][C:20]([Cl:24])=[CH:21][CH:22]=3)[N:17]=[C:16]([NH:35][CH2:34][CH2:33][C:32]3[CH:36]=[CH:37][C:29]([F:28])=[CH:30][CH:31]=3)[CH:15]=2)[CH2:10][CH2:9]1)=[O:7])[CH2:14][CH2:15][CH3:16] |f:1.2|. Procedure: 4-[4-(tert-Butoxycarbonyl)piperazin-1-yl]-7-chloroquinol-2-one (150 mg, 0.41 mmol), sodium hydride (15 mg, 0.6 mmol), N-phenyl(trifluoromethylsulfon)imide (208 mg, 0.58 mmol), and 4-fluorophenethylamine (0.22 mL, 1.65 mmol) are treated according to method E yielding 4-[4-(butoxycarbonyl)piperazin-1-yl]-7-chloro-2-[2-(4-fluorophenyl)ethylamino]quinoline, which is deprotected with TFA in CH2Cl2 and transformed into the title product according to method C using 4-fluorophenyl isocyanate (18 μL, 0.1... Starting materials: NC=1C(=NC(=CC1CCC)Cl)Cl (3-amino-2,6-dichloro-4-n-propylpyridine), [H][H] (hydrogen). The reagents and catalysts are [Pd] (palladium/carbon). Run in CO (methanol), O (water). Product: NC=1C(=NC=CC1CCC)Cl (3-Amino-2-chloro-4-n-propylpyridine). Reaction SMILES: [NH2:1][C:2]1[C:3]([Cl:12])=[N:4][C:5](Cl)=[CH:6][C:7]=1[CH2:8][CH2:9][CH3:10].[H][H]>CO.O.[Pd]>[NH2:1][C:2]1[C:3]([Cl:12])=[N:4][CH:5]=[CH:6][C:7]=1[CH2:8][CH2:9][CH3:10]. Procedure details: In a 1 liter stirred autoclave 150.0 g of 3-amino-2,6-dichloro-4-n-propylpyridine and 5.0 g of 10% palladium/carbon are suspended in a mixture of 450.0 ml of methanol and 150.0 ml of water and hydrogenated under 3 bars of hydrogen at 50°-70° C. until the uptake of gas has ceased. Reactants: C1(=CC=CC=C1)C(C1=CC=CC=C1)(C1=CC=CC=C1)NC1[C@@H]2N(C(C(S2)(C)C)P(=O)(OC)O)C1=O (6-triphenylmethylamino-2,2-dimethyl-3-(O-methylphosphono)penam), O.C1(=CC=C(C=C1)S(=O)(=O)O)C (p-toluenesulfonic acid monohydrate). Solvent: CC(=O)C (acetone). Reaction conditions: time 15 minute. Product: C1(=CC=C(C=C1)S(=O)(=O)O)C.NC1[C@@H]2N(C(C(S2)(C)C)P(=O)(OC)O)C1=O (6-Amino-2,2-dimethyl-3-(O-methylphosphono)penam p-toluenesulfonate). Reaction SMILES: C1(C([NH:20][CH:21]2[C:34](=[O:35])[N:23]3[CH:24]([P:29]([OH:33])([O:31][CH3:32])=[O:30])[C:25]([CH3:28])([CH3:27])[S:26][C@H:22]23)(C2C=CC=CC=2)C2C=CC=CC=2)C=CC=CC=1.O.[C:37]1([CH3:47])[CH:42]=[CH:41][C:40]([S:43]([OH:46])(=[O:45])=[O:44])=[CH:39][CH:38]=1>CC(C)=O>[C:37]1([CH3:47])[CH:38]=[CH:39][C:40]([S:43]([OH:46])(=[O:44])=[O:45])=[CH:41][CH:42]=1.[NH2:20][CH:21]1[C:34](=[O:35])[N:23]2[CH:24]([P:29]([OH:33])([O:31][CH3:32])=[O:30])[C:25]([CH3:27])([CH3:28])[S:26][C@H:22]12 |f:1.2,4.5|. Procedure: To a stirred slurry of 4.72 g. (0.010 mole) 6-triphenylmethylamino-2,2-dimethyl-3-(O-methylphosphono)penam in 50 ml. of dry acetone was added 1.90 g. (0.010 mole) of p-toluenesulfonic acid monohydrate at ambient temperature. The solids dissolved slowly to afford a clear solution. After stirring for about 15 minutes the product started to precipitate. After stirring for about one hour the product was removed by filtration and washed with acetone. 1H-nmr (DMSO-d6) ppm (δ): 1.62 (s,3,CH3), 1.70 (s,... Procedure details: Synthesized from 4-{2-[5-methoxy-2-(6-methoxy-1,2,3,4-tetrahydronaphthalen-2-yl)phenyl]ethyl}phenol and 1-(2-chloroethyl)piperidine hydrochloride according to an analogous synthetic method to Preparation Example 40, 1-{2-{4-{2-[5-methoxy-2-(6-methoxy-1,2,3,4-tetrahydronaphthalen-2-yl)phenyl]ethyl}phenoxy}ethyl}piperidine (167 mg) was used according to an analogous synthetic method to Example 111 to provide the title compound (116 mg). As a reaction SMILES: COC1C=CC(C2CCC3C(=CC=C(OC)C=3)C2)=C(CCC2C=CC(O)=CC=2)C=1.Cl.ClCCN1CCCCC1.C[O:41][C:42]1[CH:43]=[CH:44][C:45]([CH:65]2[CH2:74][CH2:73][C:72]3[C:67](=[CH:68][CH:69]=[C:70]([O:75]C)[CH:71]=3)[CH2:66]2)=[C:46]([CH2:48][CH2:49][C:50]2[CH:64]=[CH:63][C:53]([O:54][CH2:55][CH2:56][N:57]3[CH2:62][CH2:61][CH2:60][CH2:59][CH2:58]3)=[CH:52][CH:51]=2)[CH:47]=1>>[OH:41][C:42]1[CH:43]=[CH:44][C:45]([CH:65]2[CH2:74][CH2:73][C:72]3[CH:71]=[C:70]([OH:75])[CH:69]=[CH:68][C:67]=3[CH2:66]2)=[C:46]([CH2:48][CH2:49][C:50]2[CH:64]=[CH:63][C:53]([O:54][CH2:55][CH2:56][N:57]3[CH2:62][CH2:61][CH2:60][CH2:59][CH2:58]3)=[CH:52][CH:51]=2)[CH:47]=1 |f:1.2|. The product is OC1=CC(=C(C=C1)C1CC=2C=CC(=CC2CC1)O)CCC1=CC=C(C=C1)OCCN1CCCCC1 (6-{4-Hydroxy-2-{2-[4-(2-piperidin-1-ylethoxy)phenyl]ethyl}phenyl}-5,6,7,8-tetrahydronaphthalen-2-ol). The reactants are COC=1C=CC(=C(C1)CCC1=CC=C(C=C1)O)C1CC2=CC=C(C=C2CC1)OC (4-{2-[5-methoxy-2-(6-methoxy-1,2,3,4-tetrahydronaphthalen-2-yl)phenyl]ethyl}phenol), Cl.ClCCN1CCCCC1 (1-(2-chloroethyl)piperidine hydrochloride), COC=1C=CC(=C(C1)CCC1=CC=C(OCCN2CCCCC2)C=C1)C1CC2=CC=C(C=C2CC1)OC (1-{2-{4-{2-[5-methoxy-2-(6-methoxy-1,2,3,4-tetrahydronaphthalen-2-yl)phenyl]ethyl}phenoxy}ethyl}piperidine). Isolated yield 73.6%. The solvent is N1=CC=CC=C1 (pyridine). Procedure: 2.3 g of 7-hydroxy-3,4-dimethylcoumarin were dissolved in 50 ml of pyridine, and 4.7 g of benzenesulfonyl chloride were added at 20° C. The mixture was stirred overnight and then poured onto 200 g of ice, and the precipitate was filtered off under suction, washed with water, recrystallized from ethanol and dried. Yield: 3.3 g (83%), mp.: 177°-178° C. The product is C1(=CC=CC=C1)S(=O)(=O)O.OC1=CC=C2C(=C(C(OC2=C1)=O)C)C (7-Hydroxy-3,4-dimethylcoumarin benzenesulfonate). Run at time 8 hour. As a reaction SMILES: [OH:1][C:2]1[CH:11]=[C:10]2[C:5]([C:6]([CH3:14])=[C:7]([CH3:13])[C:8](=[O:12])[O:9]2)=[CH:4][CH:3]=1.[C:15]1([S:21](Cl)(=[O:23])=[O:22])[CH:20]=[CH:19][CH:18]=[CH:17][CH:16]=1>N1C=CC=CC=1>[C:15]1([S:21]([OH:23])(=[O:1])=[O:22])[CH:20]=[CH:19][CH:18]=[CH:17][CH:16]=1.[OH:1][C:2]1[CH:11]=[C:10]2[C:5]([C:6]([CH3:14])=[C:7]([CH3:13])[C:8](=[O:12])[O:9]2)=[CH:4][CH:3]=1 |f:3.4|. The reactants are C1(=CC=CC=C1)S(=O)(=O)Cl (benzenesulfonyl chloride), OC1=CC=C2C(=C(C(OC2=C1)=O)C)C (7-hydroxy-3,4-dimethylcoumarin), ice.